From a dataset of the Open Reaction Database (ORD), a public repository of structured organic reaction records. describe an organic reaction: reactants, conditions, products, and yield The reactants are Cl.C(C1=CC=CC=C1)(=N)N (benzamidine hydrochloride), C[O-].[Na+] (sodium methoxide), COC1=CC2=C(C(N=C(O2)C2=CC=C(C=C2)OC)=O)C=C1 (7-methoxy-2-(4-methoxyphenyl)-4H-1,3-benzoxazin-4-one). The solvent is CO (methanol), CO (methanol), C(Cl)(Cl)Cl (chloroform). Yields the product OC1=C(C=CC=C1)C1=NC(=NC(=N1)C1=CC=C(C=C1)OC)C1=CC=C(C=C1)OC (2-(2-hydroxvphenyl)-4,6-bis(4-methoxyphenyl)-1,3,5-triazine). As a reaction SMILES: Cl.[C:2]([NH2:10])(=[NH:9])[C:3]1[CH:8]=[CH:7][CH:6]=[CH:5][CH:4]=1.C[O-:12].[Na+].[CH3:14][O:15][C:16]1[CH:34]=[CH:33][C:19]2[C:20](=O)[N:21]=[C:22]([C:24]3[CH:29]=[CH:28][C:27]([O:30][CH3:31])=[CH:26][CH:25]=3)O[C:18]=2[CH:17]=1>CO.C(Cl)(Cl)Cl>[OH:12][C:4]1[CH:5]=[CH:6][CH:7]=[CH:8][C:3]=1[C:2]1[N:10]=[C:20]([C:19]2[CH:18]=[CH:17][C:16]([O:15][CH3:14])=[CH:34][CH:33]=2)[N:21]=[C:22]([C:24]2[CH:25]=[CH:26][C:27]([O:30][CH3:31])=[CH:28][CH:29]=2)[N:9]=1 |f:0.1,2.3|. Procedure: 4.9 g (10.86 mmol) of benzamidine hydrochloride (38% in methanol) and then a solution of 1.95 g (10.86 mmol) of sodium methoxide (30% in methanol) are added to a suspension of 2.83 g (10 mmol) of 7-methoxy-2-(4-methoxyphenyl)-4H-1,3-benzoxazin-4-one in 48 ml of methanol. The mixture is heated to boiling and diluted with 38 ml of methanol. After refluxing (30 minutes), the precipitate is filtered off with suction while hot and washed twice with 10 ml of methanol each time. Recrystallization from ... The reactants are [BH4-], Cc1cn(C2([SiH](c3ccccc3)c3ccccc3)CC(CC=O)C(COC(C)(C)C)O2)c(=O)n(COCc2ccccc2)c1=O, [Na+]. Yields the product Cc1cn(C2([SiH](c3ccccc3)c3ccccc3)CC(CCO)C(COC(C)(C)C)O2)c(=O)n(COCc2ccccc2)c1=O. Reaction SMILES: [BH4-:46].[CH2:1]([c:2]1[cH:3][cH:4][cH:5][cH:6][cH:7]1)[O:8][CH2:9][n:10]1[c:11](=[O:45])[n:12]([C:13]2([SiH:27]([c:28]3[cH:29][cH:30][cH:31][cH:32][cH:33]3)[c:34]3[cH:35][cH:36][cH:37][cH:38][cH:39]3)[CH2:14][CH:15]([CH2:24][CH:25]=[O:26])[CH:16]([CH2:17][O:18][C:19]([CH3:20])([CH3:21])[CH3:22])[O:23]2)[cH:40][c:41]([CH3:44])[c:42]1=[O:43].[Na+:47]>>[CH2:1]([c:2]1[cH:3][cH:4][cH:5][cH:6][cH:7]1)[O:8][CH2:9][n:10]1[c:11](=[O:45])[n:12]([C:13]2([SiH:27]([c:28]3[cH:29][cH:30][cH:31][cH:32][cH:33]3)[c:34]3[cH:35][cH:36][cH:37][cH:38][cH:39]3)[CH2:14][CH:15]([CH2:24][CH2:25][OH:26])[CH:16]([CH2:17][O:18][C:19]([CH3:20])([CH3:21])[CH3:22])[O:23]2)[cH:40][c:41]([CH3:44])[c:42]1=[O:43]. Product: C1(CCCCC1)N(C)CCCl (2-(N-Cyclohexyl-N-methyl-amino)-1-chloroethane). Procedure details: N-Cyclohexyl-N-methyl-2-aminoethanol (25 g) is added dropwise to thionyl chloride (120 cc) and then the mixture is heated for 24 hours at 70° C. After the excess thionyl chloride has been distilled off, the orange oil obtained is stirred into ethyl ether (200 cc) to give a white solid, which is separated off by filtrattion and then washed with ether. 2-(N-Cyclohexyl-N-methyl-amino)-1-chloroethane (30 g) is obtained in the form of a white solid melting at 154° C. Reaction conditions: temperature 70 celsius. Reactants: C1(CCCCC1)N(CCO)C (N-Cyclohexyl-N-methyl-2-aminoethanol), S(=O)(Cl)Cl (thionyl chloride). As a reaction SMILES: [CH:1]1([N:7]([CH3:11])[CH2:8][CH2:9]O)[CH2:6][CH2:5][CH2:4][CH2:3][CH2:2]1.S(Cl)([Cl:14])=O>C(OCC)C>[CH:1]1([N:7]([CH2:8][CH2:9][Cl:14])[CH3:11])[CH2:6][CH2:5][CH2:4][CH2:3][CH2:2]1. The solvent is C(C)OCC (ethyl ether). The reactants are ClC1=CC(=C(C=C1)C(CC(C1=CNC(C=C1)=O)=O)C=1C=C(C(=O)OCC)C=CC1)F (ethyl 3-(1-(4-chloro-2-fluorophenyl)-3-oxo-3-(6-oxo-1,6-dihydropyridin-3-yl)propyl)benzoate), IC (iodomethane), C([O-])([O-])=O.[K+].[K+] (potassium carbonate). Product: ClC1=CC(=C(C=C1)C(CC(=O)C1=CN(C(C=C1)=O)C)C=1C=C(C(=O)OCC)C=CC1)F (Ethyl 3-(1-(4-chloro-2-fluorophenyl)-3-(1-methyl-6-oxo-1,6-dihydropyridin-3-yl)-3-oxopropyl)benzoate). RXN SMILES: [Cl:1][C:2]1[CH:7]=[CH:6][C:5]([CH:8]([C:19]2[CH:20]=[C:21]([CH:27]=[CH:28][CH:29]=2)[C:22]([O:24][CH2:25][CH3:26])=[O:23])[CH2:9][C:10](=[O:18])[C:11]2[CH:16]=[CH:15][C:14](=[O:17])[NH:13][CH:12]=2)=[C:4]([F:30])[CH:3]=1.IC.[C:33](=O)([O-])[O-].[K+].[K+]>>[Cl:1][C:2]1[CH:7]=[CH:6][C:5]([CH:8]([C:19]2[CH:20]=[C:21]([CH:27]=[CH:28][CH:29]=2)[C:22]([O:24][CH2:25][CH3:26])=[O:23])[CH2:9][C:10]([C:11]2[CH:16]=[CH:15][C:14](=[O:17])[N:13]([CH3:33])[CH:12]=2)=[O:18])=[C:4]([F:30])[CH:3]=1 |f:2.3.4|. Procedure: In analogy to example 161, step 1, ethyl 3-(1-(4-chloro-2-fluorophenyl)-3-oxo-3-(6-oxo-1,6-dihydropyridin-3-yl)propyl)benzoate was reacted with iodomethane in the presence of potassium carbonate to give the title compound as a colourless foam, MS (ESI+): m/z=442.2 [M+H]+. The reactants are C(=O)CC(CC(=O)OCC)(C)C (ethyl 4-formyl-3,3-dimethylbutanoate), O (water), paratoluenesulfonic acid, C(CO)O (ethylene glycol). Product: O1C(OCC1)CC(CC(=O)OCC)(C)C (ethyl 4-(dioxolan-2-yl)-3,3-dimethylbutanoate). As a reaction SMILES: [CH:1]([CH2:3][C:4]([CH3:12])([CH3:11])[CH2:5][C:6]([O:8][CH2:9][CH3:10])=[O:7])=[O:2].[CH2:13](O)[CH2:14][OH:15].O>C1(C)C=CC=CC=1>[O:8]1[CH2:9][CH2:10][O:7][CH:6]1[CH2:5][C:4]([CH3:11])([CH3:12])[CH2:3][C:1]([O:15][CH2:14][CH3:13])=[O:2]. The yield is 93.3%. Procedure details: 74 g of ethyl 4-formyl-3,3-dimethylbutanoate, prepared in Example 91, are dissolved in 450 ml of anhydrous toluene in the presence of 0.5 g of paratoluenesulfonic acid and 26.7 g of ethylene glycol. The mixture is heated to the reflux temperature and the water formed during the reaction is removed by means of a Dean-Stark apparatus. After refluxing for two hours, the solvent is evaporated off under vacuum and the residue is distilled to give 86.7 g of ethyl 4-(dioxolan-2-yl)-3,3-dimethylbutanoat... Solvent: C1(=CC=CC=C1)C (toluene). Reactants: ice, N (ammonia), P(=O)(Cl)(Cl)Cl (phosphoryl chloride), C(C)(C)(C)C=1C=CC=C2C(NC=NC12)=O (8-tert-butyl-4(3H)-quinazolinone). Reagents/catalysts: CN(C1=CC=CC=C1)C (N,N-dimethylaniline). The solvent is C1(=CC=CC=C1)C (toluene), C1(=CC=CC=C1)C (toluene). Yields the product ClC1=NC=NC2=C(C=CC=C12)C(C)(C)C (4-Chloro-8-tert-butylquinazoline). Reaction SMILES: P(Cl)(Cl)([Cl:3])=O.[C:6]([C:10]1[CH:11]=[CH:12][CH:13]=[C:14]2[C:19]=1[N:18]=[CH:17][NH:16][C:15]2=O)([CH3:9])([CH3:8])[CH3:7].N>C1(C)C=CC=CC=1.CN(C)C1C=CC=CC=1>[Cl:3][C:15]1[C:14]2[C:19](=[C:10]([C:6]([CH3:9])([CH3:8])[CH3:7])[CH:11]=[CH:12][CH:13]=2)[N:18]=[CH:17][N:16]=1. Procedure details: 18.6 ml (200 mmol) of phosphoryl chloride are added dropwise at room temperature to a suspension of 10.2 g (50 mmol) of 8-tert-butyl-4(3H)-quinazolinone in 100 ml of toluene. After addition of 5 drops of N,N-dimethylaniline, the reaction mixture is heated under reflux for 5 h. After cooling, the reaction mixture is diluted with 300 ml of toluene, poured onto 1000 g of ice and rendered alkaline (pH about 9) by addition of conc. ammonia solution. The organic phase is separated off, washed once wit... Starting materials: ClC1=CC=C(C=CCCl)C=C1 (4-chlorocinnamyl chloride), C([O-])([O-])=O.[K+].[K+] (potassium carbonate), N1(CCNCC1)C1=CC=C(C(=O)OCCCC)C=C1 (n-butyl 4-(piperazin-1-yl)-benzoate), CN(P(N(C)C)(N(C)C)=O)C (hexamethylphosphoric acid triamide). Solvent: O (water), C(C)(=O)OCC (ethyl acetate). Run at time 5 hour. Product: ClC1=CC=C(C=CCN2CCN(CC2)C2=CC=C(C(=O)OCCCC)C=C2)C=C1 (n-butyl 4-[1-(4-chlorocinnamyl)-piperazin-4-yl]-benzoate). Yield: 48.0%. As a reaction SMILES: [Cl:1][C:2]1[CH:11]=[CH:10][C:5]([CH:6]=[CH:7][CH2:8]Cl)=[CH:4][CH:3]=1.[N:12]1([C:18]2[CH:30]=[CH:29][C:21]([C:22]([O:24][CH2:25][CH2:26][CH2:27][CH3:28])=[O:23])=[CH:20][CH:19]=2)[CH2:17][CH2:16][NH:15][CH2:14][CH2:13]1.CN(C)P(=O)(N(C)C)N(C)C.C(=O)([O-])[O-].[K+].[K+]>O.C(OCC)(=O)C>[Cl:1][C:2]1[CH:11]=[CH:10][C:5]([CH:6]=[CH:7][CH2:8][N:15]2[CH2:14][CH2:13][N:12]([C:18]3[CH:19]=[CH:20][C:21]([C:22]([O:24][CH2:25][CH2:26][CH2:27][CH3:28])=[O:23])=[CH:29][CH:30]=3)[CH2:17][CH2:16]2)=[CH:4][CH:3]=1 |f:3.4.5|. Procedure: A mixture of 9.4 g. (50 mmole) 4-chlorocinnamyl chloride and 13.1 g. (50 mmole) n-butyl 4-(piperazin-1-yl)-benzoate in 40 ml. hexamethylphosphoric acid triamide is heated for 10 hours to 60° C., 6.9 g. (50 mmole) potassium carbonate are added thereto and stirring continued for 5 hours at 60° C. After cooling, the reaction mixture is diluted with the tenfold amount of water, the organic components are taken up in ethyl acetate and the dried ethyl acetate solution is evaporated. The residue is rec...